This data is from the Open Reaction Database (ORD), a public repository of structured organic reaction records. The task is: describe an organic reaction: reactants, conditions, products, and yield Reactants: C, CO, COc1ccccc1OCCNCC(Cl)c1ccc(OC)c(S(N)(=O)=O)c1, Cl, [Pd]. The product is COc1ccccc1OCCNCCc1ccc(OC)c(S(N)(=O)=O)c1, Cl. Reaction SMILES: [C:31].[CH3:29][OH:30].[Cl:2][CH:3]([CH2:4][NH:5][CH2:6][CH2:7][O:8][c:9]1[c:10]([O:15][CH3:16])[cH:11][cH:12][cH:13][cH:14]1)[c:17]1[cH:18][cH:19][c:20]([O:27][CH3:28])[c:21]([S:23](=[O:24])(=[O:25])[NH2:26])[cH:22]1.[ClH:1].[Pd:32]>>[CH2:3]([CH2:4][NH:5][CH2:6][CH2:7][O:8][c:9]1[c:10]([O:15][CH3:16])[cH:11][cH:12][cH:13][cH:14]1)[c:17]1[cH:18][cH:19][c:20]([O:27][CH3:28])[c:21]([S:23](=[O:24])(=[O:25])[NH2:26])[cH:22]1.[ClH:2]. Starting materials: CP1CCC(=CC#N)C1(C)C, Cc1[nH]c(C(F)(F)F)cc1C#N, Cc1ccccc1, OCCc1ccc(F)cc1. The product is Cc1c(C#N)cc(C(F)(F)F)n1CCc1ccc(F)cc1. As a reaction SMILES: [C:23]([CH:24]=[C:25]1[CH2:26][CH2:27][P:28]([CH3:29])[C:30]1([CH3:31])[CH3:32])#[N:33].[CH3:1][c:2]1[nH:3][c:4]([C:9]([F:10])([F:11])[F:12])[cH:5][c:6]1[C:7]#[N:8].[CH3:34][c:35]1[cH:36][cH:37][cH:38][cH:39][cH:40]1.[F:13][c:14]1[cH:15][cH:16][c:17]([CH2:20][CH2:21][OH:22])[cH:18][cH:19]1>>[CH3:1][c:2]1[n:3]([CH2:21][CH2:20][c:17]2[cH:16][cH:15][c:14]([F:13])[cH:19][cH:18]2)[c:4]([C:9]([F:10])([F:11])[F:12])[cH:5][c:6]1[C:7]#[N:8]. Starting materials: CN1N=C(C=2C3CCC(C12)C3)CON3C(C1=CC=CC=C1C3=O)=O (2-[(1-methyl-4,5,6,7-tetrahydro-1H-4,7-methanoindazol-3-yl)methoxy]-1H-isoindole-1,3(2H)-dione), C(Cl)Cl (DCM), O.NN (hydrazine hydrate). The solvent is C(C)O (ethanol). Reaction conditions: time 8 hour. Yields the product NOCC1=NN(C=2C3CCC(C12)C3)C (3-[(aminooxy)methyl]-1-methyl-4,5,6,7-tetrahydro-1H-4,7-methanoindazole). Yield: 63.2%. Reaction SMILES: [CH3:1][N:2]1[C:10]2[CH:9]3[CH2:11][CH:6]([CH2:7][CH2:8]3)[C:5]=2[C:4]([CH2:12][O:13][N:14]2C(=O)C3C(=CC=CC=3)C2=O)=[N:3]1.C(Cl)Cl.O.NN>C(O)C>[NH2:14][O:13][CH2:12][C:4]1[C:5]2[CH:6]3[CH2:11][CH:9]([CH2:8][CH2:7]3)[C:10]=2[N:2]([CH3:1])[N:3]=1 |f:2.3|. Procedure: To a mixture of 2-[(1-methyl-4,5,6,7-tetrahydro-1H-4,7-methanoindazol-3-yl)methoxy]-1H-isoindole-1,3(2H)-dione 148 (1.80 g, 5.57 mmol) in a solution of DCM (20 mL) and ethanol (4 mL) was added hydrazine hydrate (0.32 mL, 5.57 mmol) at room temperature. The mixture was stirred at room temperature overnight, filtered and concentrated to provide a residue which was subjected to chromatography to give 149 (0.68 g, 64%) as a colorless oil. The reactants are [Cl-].C1(=CC=CC=C1)C(C(=O)OCC)C(=O)[O-] (monoethyl phenylmalonate chloride), COC=1C=C(C=CC1OC)CCN (2-(3',4'-dimethoxyphenyl)-ethylamine), [Cl-].C(C)[NH+](CC)CC (triethylammonium chloride), N#N (N2). Run in O1CCCC1 (tetrahydrofuran), O1CCCC1 (tetrahydrofuran), C(C)N(CC)CC (triethylamine). Product: C1(=CC=CC=C1)C(C(=O)OCC)C(=O)[O-].COC=1C=C(C=CC1OC)CC[NH-] (Monoethyl phenylmalonate 2-(3',4'-dimethoxyphenyl)-ethylamide). RXN SMILES: [Cl-].[C:2]1([CH:8]([C:14]([O-:16])=[O:15])[C:9]([O:11][CH2:12][CH3:13])=[O:10])[CH:7]=[CH:6][CH:5]=[CH:4][CH:3]=1.[CH3:17][O:18][C:19]1[CH:20]=[C:21]([CH2:27][CH2:28][NH2:29])[CH:22]=[CH:23][C:24]=1[O:25][CH3:26].N#N.[Cl-].C([NH+](CC)CC)C>O1CCCC1.C(N(CC)CC)C>[C:2]1([CH:8]([C:14]([O-:16])=[O:15])[C:9]([O:11][CH2:12][CH3:13])=[O:10])[CH:3]=[CH:4][CH:5]=[CH:6][CH:7]=1.[CH3:17][O:18][C:19]1[CH:20]=[C:21]([CH2:27][CH2:28][NH-:29])[CH:22]=[CH:23][C:24]=1[O:25][CH3:26] |f:0.1,4.5,8.9|. Procedure: Two hundred ninety-five grams (1.3 mol) of monoethyl phenylmalonate chloride in 500 ml of absolute tetrahydrofuran were added dropwise, at room temperature, to a cooled mixture of 236 gm (1.3 mol) of 2-(3',4'-dimethoxyphenyl)-ethylamine, 171 gm of triethylamine, and 500 ml of absolute tetrahydrofuran, under stirring and in a protective N2 atmosphere. After the reaction ended, the precipitated triethylammonium chloride was suction filtered, the filtrate was concentrated, and the solid residue was... The reactants are C#CC(=O)OCC, COc1cc(C=O)c([N+](=O)[O-])c(OC)c1OC, C[Si](C)(C)[N-][Si](C)(C)C, [Cl-], [Li+], [NH4+], C1CCOC1. The product is CCOC(=O)C#CC(O)c1cc(OC)c(OC)c(OC)c1[N+](=O)[O-]. RXN SMILES: [CH3:11][CH2:12][O:13][C:14](=[O:15])[C:16]#[CH:17].[CH3:18][O:19][c:20]1[c:21]([N+:32](=[O:33])[O-:34])[c:22]([CH:23]=[O:24])[cH:25][c:26]([O:30][CH3:31])[c:27]1[O:28][CH3:29].[CH3:1][Si:2]([N-:3][Si:4]([CH3:5])([CH3:6])[CH3:7])([CH3:8])[CH3:9].[Cl-:35].[Li+:10].[NH4+:36].[O:37]1[CH2:38][CH2:39][CH2:40][CH2:41]1>>[CH3:11][CH2:12][O:13][C:14](=[O:15])[C:16]#[C:17][CH:23]([c:22]1[c:21]([N+:32](=[O:33])[O-:34])[c:20]([O:19][CH3:18])[c:27]([O:28][CH3:29])[c:26]([O:30][CH3:31])[cH:25]1)[OH:24]. The reactants are FC1=C(C=2CCC(N3C=C(C(C(C23)=C1)=O)C(=O)O)C)N1C=NC=C1 (6,7-dihydro-9-fluoro-8-(imidazol-1-yl)-5-methyl-1-oxo-1H,5H-benzo[ij]quinolizine-2-carboxylic acid), [OH-].[Na+] (sodium hydroxide). Run in O (water). Yields the product O.FC1=C(C=2CCC(N3C=C(C(C(C23)=C1)=O)C(=O)[O-])C)N1C=NC=C1.[Na+] (sodium 6,7-dihydro-9-fluoro-8-(imidazol-1-yl)-5-methyl-1-oxo-1H,5H-benzo[ij]quinolizine-2-carboxylate hydrate). Reaction SMILES: [F:1][C:2]1[CH:14]=[C:12]2[C:13]3[N:8]([CH:9]=[C:10]([C:16]([OH:18])=[O:17])[C:11]2=[O:15])[CH:7]([CH3:19])[CH2:6][CH2:5][C:4]=3[C:3]=1[N:20]1[CH:24]=[CH:23][N:22]=[CH:21]1.[OH-].[Na+:26]>O>[OH2:15].[F:1][C:2]1[CH:14]=[C:12]2[C:13]3[N:8]([CH:9]=[C:10]([C:16]([O-:18])=[O:17])[C:11]2=[O:15])[CH:7]([CH3:19])[CH2:6][CH2:5][C:4]=3[C:3]=1[N:20]1[CH:24]=[CH:23][N:22]=[CH:21]1.[Na+:26] |f:1.2,4.5.6|. Procedure: To a mixture of 0.500 g (1.53 mmole) of 6,7-dihydro-9-fluoro-8-(imidazol-1-yl)-5-methyl-1-oxo-1H,5H-benzo[ij]quinolizine-2-carboxylic acid (from Example 1) and 10 ml of water was added 15.3 ml of 0.1N aqueous sodium hydroxide (1.53 mmole). The mixture was filtered, an equal volume of ethanol added, and the solution evaporated to dryness to give tan crystals of sodium 6,7-dihydro-9-fluoro-8-(imidazol-1-yl)-5-methyl-1-oxo-1H,5H-benzo[ij]quinolizine-2-carboxylate hydrate, m.p.>250° C. Analysis: Cal... The reactants are CCC(C)=O, Oc1ccc2c(c1)CCCC(c1ccccc1)=C2c1ccc(OCCCCCCCl)cc1, [I-], [Na+]. Product: Oc1ccc2c(c1)CCCC(c1ccccc1)=C2c1ccc(OCCCCCCI)cc1. RXN SMILES: [CH2:35]([C:36]([CH3:37])=[O:38])[CH3:39].[Cl:1][CH2:2][CH2:3][CH2:4][CH2:5][CH2:6][CH2:7][O:8][c:9]1[cH:10][cH:11][c:12]([C:15]2=[C:16]([c:27]3[cH:28][cH:29][cH:30][cH:31][cH:32]3)[CH2:17][CH2:18][CH2:19][c:20]3[c:21]2[cH:22][cH:23][c:24]([OH:26])[cH:25]3)[cH:13][cH:14]1.[I-:34].[Na+:33]>>[CH2:2]([CH2:3][CH2:4][CH2:5][CH2:6][CH2:7][O:8][c:9]1[cH:10][cH:11][c:12]([C:15]2=[C:16]([c:27]3[cH:28][cH:29][cH:30][cH:31][cH:32]3)[CH2:17][CH2:18][CH2:19][c:20]3[c:21]2[cH:22][cH:23][c:24]([OH:26])[cH:25]3)[cH:13][cH:14]1)[I:34]. Reactants: ClC1=NC(=NC(=C1)N1N=C(N=C1C)C)C (4-chloro-6-(3,5-dimethyl-1H-1,2,4-triazol-1-yl)-2-methylpyrimidine), IC (iodomethane), C([O-])(O)=O.[Na+] (sodium bicarbonate), Cl.N1CC(C1)C(=O)OC (methyl azetidine-3-carboxylate hydrochloride), C([O-])([O-])=O.[Cs+].[Cs+] (cesium carbonate). Run in CN(C)C=O (DMF). Conditions: temperature 100 celsius, time 1 hour. Product: CC1=NN(C(=N1)C)C1=CC(=NC(=N1)C)N1CC(C1)C(=O)OC (Methyl 1-(6-(3,5-dimethyl-1H-1,2,4-triazol-1-yl)-2-methylpyrimidin-4-yl)azetidine-3-carboxylate). As a reaction SMILES: Cl[C:2]1[CH:7]=[C:6]([N:8]2[C:12]([CH3:13])=[N:11][C:10]([CH3:14])=[N:9]2)[N:5]=[C:4]([CH3:15])[N:3]=1.Cl.[NH:17]1[CH2:20][CH:19]([C:21]([O:23][CH3:24])=[O:22])[CH2:18]1.C(=O)([O-])[O-].[Cs+].[Cs+].IC.C(=O)(O)[O-].[Na+]>CN(C=O)C>[CH3:14][C:10]1[N:11]=[C:12]([CH3:13])[N:8]([C:6]2[N:5]=[C:4]([CH3:15])[N:3]=[C:2]([N:17]3[CH2:20][CH:19]([C:21]([O:23][CH3:24])=[O:22])[CH2:18]3)[CH:7]=2)[N:9]=1 |f:1.2,3.4.5,7.8|. Reported procedure: Intermediate 2 (0.45 g, 2.0 mmol), methyl azetidine-3-carboxylate hydrochloride (0.61 g, 4.0 mmol), and cesium carbonate (2.0 g, 6.0 mmol) were combined in degassed DMF (10 mL) and heated at 100° C. for 14 h. The mixture was cooled to room temperature and treated with iodomethane (0.13 mL, 2.0 mmol). After stirring for 1 h, the mixture was poured into sodium bicarbonate (200 mL, aqueous saturated) and extracted with ethyl acetate (2×100 mL). The combined organic extracts were dried with sodium s... Starting materials: cupric sulfate, C(C)(=O)[O-].[Na+] (sodium acetate), FC(C(=O)N[C@H]1[C@H]([C@H](O[C@H]([C@H]1OC(C)=O)C)Br)OC(C)=O)(F)F (3-trifluoroacetamido-2,4-di-O-acetyl-3,6-dideoxy-β-L-talopyranosyl bromide). The reagents and catalysts are [Zn] (zinc). Run in C(C)(=O)O (acetic acid), C(C)(=O)O (acetic acid). Run at time 4 hour. Yields the product FC(C(=O)N[C@H]1C=CO[C@H]([C@H]1OC(C)=O)C)(F)F (3-trifluoroacetamido-4-O-acetyl-1,2,3,6-tetradeoxy-L-lyxo-hex-1-enepyranose). The yield is 77.0%. Reaction SMILES: C([O-])(=O)C.[Na+].[F:6][C:7]([F:28])([F:27])[C:8]([NH:10][C@@H:11]1[C@H:16]([O:17][C:18](=[O:20])[CH3:19])[C@H:15]([CH3:21])[O:14][C@H:13](Br)[C@@H:12]1OC(=O)C)=[O:9]>[Zn].C(O)(=O)C>[F:28][C:7]([F:6])([F:27])[C:8]([NH:10][C@@H:11]1[C@H:16]([O:17][C:18](=[O:20])[CH3:19])[C@H:15]([CH3:21])[O:14][CH:13]=[CH:12]1)=[O:9] |f:0.1|. Procedure: To a mixture of 18 g. of zinc dust and 1.8 g. of cupric sulfate in 60 ml. of 50% aqueous acetic acid containing 25 g. of sodium acetate, 10 g. of the product of Examples 10 and 11 in 10 ml. of acetic acid is added dropwise at -10° C. The reaction is continued for 4 hours at -10° C., after which the zinc dust and copper are removed by filtration, 50 g. of ice is added to the filtrate, and the filtrate is extracted three times with chloroform. The combined extracts are washed with water, a cold sa...